Task: describe an organic reaction: reactants, conditions, products, and yield. Dataset: the Open Reaction Database (ORD), a public repository of structured organic reaction records The reactants are C(CCCCCCCCCCCCC)C(C(=O)O)CCCCCCCCCCCCCC (2-tetradecylhexadecanoic acid), S(=O)(Cl)Cl (thionyl chloride). Solvent: C1=CC=CC=C1 (benzene). Yields the product C(CCCCCCCCCCCCC)C(C(=O)Cl)CCCCCCCCCCCCCC (2-tetradecylhexadecanoyl chloride). Isolated yield 72.1%. As a reaction SMILES: [CH2:1]([CH:15]([CH2:19][CH2:20][CH2:21][CH2:22][CH2:23][CH2:24][CH2:25][CH2:26][CH2:27][CH2:28][CH2:29][CH2:30][CH2:31][CH3:32])[C:16](O)=[O:17])[CH2:2][CH2:3][CH2:4][CH2:5][CH2:6][CH2:7][CH2:8][CH2:9][CH2:10][CH2:11][CH2:12][CH2:13][CH3:14].S(Cl)([Cl:35])=O>C1C=CC=CC=1>[CH2:1]([CH:15]([CH2:19][CH2:20][CH2:21][CH2:22][CH2:23][CH2:24][CH2:25][CH2:26][CH2:27][CH2:28][CH2:29][CH2:30][CH2:31][CH3:32])[C:16]([Cl:35])=[O:17])[CH2:2][CH2:3][CH2:4][CH2:5][CH2:6][CH2:7][CH2:8][CH2:9][CH2:10][CH2:11][CH2:12][CH2:13][CH3:14]. Reported procedure: A solution of 1.0 g of 2-tetradecylhexadecanoic acid and 0.79 g of thionyl chloride in 5 ml of benzene was refluxed for 7 hours. After removal of benzene and thionyl chloride, anhydrous benzene was added to the residue and then benzene was removed by distillation. This procedure was repeated 3 times to remove thionyl chloride completely. The residue was recrystallized from anhydrous hexane to obtain 0.75 g of 2-tetradecylhexadecanoyl chloride having a melting point of 51°-53° C. To the solution ... The reactants are CON(C(=O)C=1N=CN(C1)C1=CC(=CC=C1)C=1C(=NC=CC1F)F)C (1-[3-(2,4-Difluoro-pyridin-3-yl)-phenyl]-1H-imidazole-4-carboxylic acid methoxy-methyl-amide), O1C=CC=C1 (furane). Yields the product FC1=NC=CC(=C1C=1C=C(C=CC1)N1C=NC(=C1)C(=O)C=1OC=CC1)F ({1-[3-(2,4-Difluoro-pyridin-3-yl)-phenyl]-1H-imidazol-4-yl}-furan-2-yl-methanone). Reaction SMILES: CON(C)[C:4]([C:6]1[N:7]=[CH:8][N:9]([C:11]2[CH:16]=[CH:15][CH:14]=[C:13]([C:17]3[C:18]([F:24])=[N:19][CH:20]=[CH:21][C:22]=3[F:23])[CH:12]=2)[CH:10]=1)=[O:5].[O:26]1[CH:30]=[CH:29][CH:28]=[CH:27]1>>[F:24][C:18]1[C:17]([C:13]2[CH:12]=[C:11]([N:9]3[CH:10]=[C:6]([C:4]([C:27]4[O:26][CH:30]=[CH:29][CH:28]=4)=[O:5])[N:7]=[CH:8]3)[CH:16]=[CH:15][CH:14]=2)=[C:22]([F:23])[CH:21]=[CH:20][N:19]=1. Procedure details: This compound is prepared by method C using compound 12j and furane Reactants: CN(C)CCCCl, CN1CCC2(CC1)OC(c1ccccc1)c1ccccc12. Product: CN(C)CCCC1(c2ccccc2)OC2(CCN(C)CC2)c2ccccc21. RXN SMILES: [CH3:1][N:2]([CH2:3][CH2:4][CH2:5][Cl:6])[CH3:7].[CH3:8][N:9]1[CH2:10][CH2:11][C:12]2([O:13][CH:14]([c:21]3[cH:22][cH:23][cH:24][cH:25][cH:26]3)[c:15]3[cH:16][cH:17][cH:18][cH:19][c:20]32)[CH2:27][CH2:28]1>>[CH3:1][N:2]([CH2:3][CH2:4][CH2:5][C:14]1([c:21]2[cH:22][cH:23][cH:24][cH:25][cH:26]2)[O:13][C:12]2([CH2:11][CH2:10][N:9]([CH3:8])[CH2:28][CH2:27]2)[c:20]2[c:15]1[cH:16][cH:17][cH:18][cH:19]2)[CH3:7]. Starting materials: C1COCCO1, CCOCC, CO, ClCCl, Cl, Cc1cc(F)c2[nH]c(=O)n(C3CCN(C(=O)OC(C)(C)C)CC3)c2c1. Yields the product Cl, Cc1cc(F)c2[nH]c(=O)n(C3CCNCC3)c2c1. RXN SMILES: [CH2:37]1[O:38][CH2:39][CH2:40][O:41][CH2:42]1.[CH3:27][CH2:28][O:29][CH2:30][CH3:31].[CH3:32][OH:33].[Cl:34][CH2:35][Cl:36].[ClH:26].[F:1][c:2]1[cH:3][c:4]([CH3:25])[cH:5][c:6]2[n:7]([CH:12]3[CH2:13][CH2:14][N:15]([C:18]([O:19][C:20]([CH3:21])([CH3:22])[CH3:23])=[O:24])[CH2:16][CH2:17]3)[c:8](=[O:11])[nH:9][c:10]12>>[ClH:26].[F:1][c:2]1[cH:3][c:4]([CH3:25])[cH:5][c:6]2[n:7]([CH:12]3[CH2:13][CH2:14][NH:15][CH2:16][CH2:17]3)[c:8](=[O:11])[nH:9][c:10]12. Starting materials: CN(C)C=O, O=C(NC(=O)c1c(Cl)cccc1Cl)Nc1ccc(O)cc1, [H-], [Na+], O, CCCCCCC(Br)c1ccccc1. The product is CCCCCCC(Oc1ccc(NC(=O)NC(=O)c2c(Cl)cccc2Cl)cc1)c1ccccc1. As a reaction SMILES: [CH3:39][N:40]([CH3:41])[CH:42]=[O:43].[Cl:3][c:4]1[c:5]([C:6](=[O:7])[NH:8][C:9](=[O:10])[NH:11][c:12]2[cH:13][cH:14][c:15]([OH:18])[cH:16][cH:17]2)[c:19]([Cl:23])[cH:20][cH:21][cH:22]1.[H-:1].[Na+:2].[OH2:24].[c:25]1([CH:31]([CH2:32][CH2:33][CH2:34][CH2:35][CH2:36][CH3:37])[Br:38])[cH:26][cH:27][cH:28][cH:29][cH:30]1>>[Cl:3][c:4]1[c:5]([C:6](=[O:7])[NH:8][C:9](=[O:10])[NH:11][c:12]2[cH:13][cH:14][c:15]([O:18][CH:31]([c:25]3[cH:26][cH:27][cH:28][cH:29][cH:30]3)[CH2:32][CH2:33][CH2:34][CH2:35][CH2:36][CH3:37])[cH:16][cH:17]2)[c:19]([Cl:23])[cH:20][cH:21][cH:22]1. Reactants: C(CO)O (ethylene glycol), Cl.ClC1=CC=C(C=C1)[C@@H](C1=CC=C(C=C1)C=O)N ((R*)-[(4-chlorophenyl)(4-formylphenyl)methyl]amine hydrochloride), O.C1(=CC=C(C=C1)S(=O)(=O)O)C (para-toluenesulfonic acid monohydrate). Solvent: C1(=CC=CC=C1)C (toluene). Reaction conditions: time 20 hour. Product: ClC1=CC=C(C=C1)C(C1=CC=C(C=C1)C1OCCO1)N ((+)-{(4-chlorophenyl)-[4-(1,3-dioxolan-2-yl)phenyl]methyl}amine). Reaction SMILES: [CH2:1]([OH:4])[CH2:2][OH:3].Cl.[Cl:6][C:7]1[CH:12]=[CH:11][C:10]([C@H:13]([NH2:22])[C:14]2[CH:19]=[CH:18][C:17]([CH:20]=O)=[CH:16][CH:15]=2)=[CH:9][CH:8]=1.O.C1(C)C=CC(S(O)(=O)=O)=CC=1>C1(C)C=CC=CC=1>[Cl:6][C:7]1[CH:8]=[CH:9][C:10]([CH:13]([NH2:22])[C:14]2[CH:19]=[CH:18][C:17]([CH:20]3[O:4][CH2:1][CH2:2][O:3]3)=[CH:16][CH:15]=2)=[CH:11][CH:12]=1 |f:1.2,3.4|. Reported procedure: Chiral (+)-{(4-chlorophenyl)[4-(1,3-dioxolan-2-yl)phenyl]methyl}amine may be obtained in the following manner: 3.95 cm3 of ethylene glycol are poured into a suspension of 18.16 g of chiral (R*)-[(4-chlorophenyl)(4-formylphenyl)methyl]amine hydrochloride, in 1000 cm3 of toluene, and 0.82 g of para-toluenesulfonic acid monohydrate is added. After stirring for 20 hours at the reflux temperature, the reaction medium is cooled, washed with a saturated aqueous sodium bicarbonate solution, with water a... Starting materials: NC(C(O)C1=CC(=C(C=C1)OC)OC)C (2-amino-(3,4-dimethoxyphenyl)-propanol), C(=O)(C=1NC=CN1)C=1NC=CN1 (carbonyl diimidazole). The solvent is C(Cl)(Cl)Cl (chloroform). Conditions: time 8 hour. The product is COC=1C=C(C=CC1OC)C1C(NC(O1)=O)C (5-(3,4-dimethoxyphenyl)-4-methyl-2-oxazolidinone). Yield: 24.0%. RXN SMILES: [NH2:1][CH:2]([CH3:15])[CH:3]([C:5]1[CH:10]=[CH:9][C:8]([O:11][CH3:12])=[C:7]([O:13][CH3:14])[CH:6]=1)[OH:4].[C:16](C1NC=CN=1)(C1NC=CN=1)=[O:17]>C(Cl)(Cl)Cl>[CH3:14][O:13][C:7]1[CH:6]=[C:5]([CH:3]2[O:4][C:16](=[O:17])[NH:1][CH:2]2[CH3:15])[CH:10]=[CH:9][C:8]=1[O:11][CH3:12]. Procedure details: 5.5 mmol of 2-amino-(3,4-dimethoxyphenyl)-propanol is dissolved in 50 ml. of chloroform and stirred with 1.05 g. (6.5 mmol) of carbonyl diimidazole for 2 hours under the exclusion of moisture. After allowing the reaction mixture to stand overnight, the mixture is extracted with the use of 50 ml. of distilled water, dried, filtered, and concentrated. After chromatography of the residue over 50 g. of silica gel with chloroform/methanol (95:5) as the eluent and recrystallization from ethyl acetate/... Reactants: CC(C)(C)OC(=O)NC1CCN(S(C)(=O)=O)CC1, ClCCl, O=C(O)C(F)(F)F. Product: CS(=O)(=O)N1CCC(N)CC1. As a reaction SMILES: [C:1]([O:2][C:3](=[O:4])[NH:7][CH:8]1[CH2:9][CH2:10][N:11]([S:14](=[O:15])(=[O:16])[CH3:17])[CH2:12][CH2:13]1)([CH3:5])([CH3:6])[CH3:18].[CH2:26]([Cl:27])[Cl:28].[OH:19][C:20]([C:21]([F:22])([F:23])[F:24])=[O:25]>>[NH2:7][CH:8]1[CH2:9][CH2:10][N:11]([S:14](=[O:15])(=[O:16])[CH3:17])[CH2:12][CH2:13]1. Reactants: C(C1=CC=CC=C1)N (Benzylamine), OC1=C(C(=O)O)C=CC=C1O (2,3-dihydroxybenzoic acid). The solvent is CO (methanol). Yields the product OC1=C(C(=O)[O-])C=CC=C1O.C(C1=CC=CC=C1)[NH3+] (benzylammonium 2,3-dihydroxybenzoate). RXN SMILES: [CH2:1]([NH2:8])[C:2]1[CH:7]=[CH:6][CH:5]=[CH:4][CH:3]=1.[OH:9][C:10]1[C:18]([OH:19])=[CH:17][CH:16]=[CH:15][C:11]=1[C:12]([OH:14])=[O:13]>CO>[OH:9][C:10]1[C:18]([OH:19])=[CH:17][CH:16]=[CH:15][C:11]=1[C:12]([O-:14])=[O:13].[CH2:1]([NH3+:8])[C:2]1[CH:7]=[CH:6][CH:5]=[CH:4][CH:3]=1 |f:3.4|. Procedure: Benzylamine (1.07 g; 10 mmol) was added dropwise to a solution of 2,3-dihydroxybenzoic acid (1.54 g; 10 mmol) in methanol (10 cm3). An off-white solid formed almost immediately. The product was collected by filtration and recrystallized from water to produce white crystals. Found: C, 62.0%; H, 5.8%; N, 5.1%. Calculated for C14H15NO4 ; C, 64.30%; H, 5.74%; N, 5.36%. M.pt. 169°-170° C.